This data is from the Open Reaction Database (ORD), a public repository of structured organic reaction records. The task is: describe an organic reaction: reactants, conditions, products, and yield The reactants are [Al+3], CCCCCCCC(=O)C([NH3+])(C(=O)CCCCCCC)C(=O)CCCCCCC, Cc1cccc(C)c1, Cc1ccc(-c2nc(-c3ccc(C)cc3C)nc(-c3ccc(C)cc3C)n2)c(C)c1, [Cl-], [Cl-], [Cl-], [Cl-], Clc1nc(Cl)nc(Cl)n1, c1ccccc1. Yields the product Cc1ccc(-c2nc(Cl)nc(-c3ccc(C)cc3C)n2)c(C)c1. RXN SMILES: [Al+3:11].[C:15]([C:16]([NH3+:17])([C:18](=[O:19])[CH2:20][CH2:21][CH2:22][CH2:23][CH2:24][CH2:25][CH3:26])[C:27](=[O:28])[CH2:29][CH2:30][CH2:31][CH2:32][CH2:33][CH2:34][CH3:35])(=[O:36])[CH2:37][CH2:38][CH2:39][CH2:40][CH2:41][CH2:42][CH3:43].[CH3:44][c:45]1[cH:46][c:47]([CH3:48])[cH:49][cH:50][cH:51]1.[CH3:52][c:53]1[c:54](-[c:60]2[n:61][c:62](-[c:74]3[c:75]([CH3:81])[cH:76][c:77]([CH3:80])[cH:78][cH:79]3)[n:63][c:64](-[c:66]3[cH:67][cH:68][c:69]([CH3:70])[cH:71][c:72]3[CH3:73])[n:65]2)[cH:55][cH:56][c:57]([CH3:59])[cH:58]1.[Cl-:10].[Cl-:12].[Cl-:13].[Cl-:14].[Cl:1][c:2]1[n:3][c:4]([Cl:5])[n:6][c:7]([Cl:8])[n:9]1.[cH:82]1[cH:83][cH:84][cH:85][cH:86][cH:87]1>>[Cl:1][c:64]1[n:63][c:62](-[c:74]2[c:75]([CH3:81])[cH:76][c:77]([CH3:80])[cH:78][cH:79]2)[n:61][c:60](-[c:54]2[c:53]([CH3:52])[cH:58][c:57]([CH3:59])[cH:56][cH:55]2)[n:65]1. Reactants: CCOC(C)=O, O=C(Nc1ccc([N+](=O)[O-])cc1)C(F)(F)F. Yields the product Nc1ccc(NC(=O)C(F)(F)F)cc1. RXN SMILES: [CH3:17][CH2:18][O:19][C:20](=[O:21])[CH3:22].[F:1][C:2]([C:3](=[O:4])[NH:5][c:6]1[cH:7][cH:8][c:9]([N+:12]([O-:13])=[O:14])[cH:10][cH:11]1)([F:15])[F:16]>>[F:1][C:2]([C:3](=[O:4])[NH:5][c:6]1[cH:7][cH:8][c:9]([NH2:12])[cH:10][cH:11]1)([F:15])[F:16]. Starting materials: N1(CCOCC1)C=1C2=C(N=C(N1)[Sn](CCCC)(CCCC)CCCC)SC(=N2)CN2CCN(CC2)C(C(=O)N)(C)C (2-[4-(7-morpholin-4-yl-5-(tributylstannanyl)thiazolo[5,4-d]pyrimidin-2-ylmethyl)piperazin-1-yl]isobutyramide), BrC1=C2C(=CN=C1)NC=C2 (4-bromo-1H-pyrrolo[2,3-c]pyridine). Reagents/catalysts: C=1C=CC(=CC1)[P](C=2C=CC=CC2)(C=3C=CC=CC3)[Pd]([P](C=4C=CC=CC4)(C=5C=CC=CC5)C=6C=CC=CC6)([P](C=7C=CC=CC7)(C=8C=CC=CC8)C=9C=CC=CC9)[P](C=1C=CC=CC1)(C=1C=CC=CC1)C=1C=CC=CC1 (tetrakis(triphenylphosphine)palladium), [Cu]I (CuI). Solvent: O1CCOCC1 (dioxane). Reaction conditions: temperature 140 celsius. The product is CC(C(=O)N)(C)N1CCN(CC1)CC=1SC=2N=C(N=C(C2N1)N1CCOCC1)C1=C2C(=CN=C1)NC=C2 (2-methyl-2-(4-((7-morpholino-5-(1H-pyrrolo[2,3-c]pyridin-4-yl)thiazolo[5,4-d]pyrimidin-2-yl)methyl)piperazin-1-yl)propanamide). Isolated yield 9.6%. RXN SMILES: [N:1]1([C:7]2[C:8]3[N:28]=[C:27]([CH2:29][N:30]4[CH2:35][CH2:34][N:33]([C:36]([CH3:41])([CH3:40])[C:37]([NH2:39])=[O:38])[CH2:32][CH2:31]4)[S:26][C:9]=3[N:10]=[C:11]([Sn](CCCC)(CCCC)CCCC)[N:12]=2)[CH2:6][CH2:5][O:4][CH2:3][CH2:2]1.Br[C:43]1[CH:48]=[N:47][CH:46]=[C:45]2[NH:49][CH:50]=[CH:51][C:44]=12>O1CCOCC1.C1C=CC([P]([Pd]([P](C2C=CC=CC=2)(C2C=CC=CC=2)C2C=CC=CC=2)([P](C2C=CC=CC=2)(C2C=CC=CC=2)C2C=CC=CC=2)[P](C2C=CC=CC=2)(C2C=CC=CC=2)C2C=CC=CC=2)(C2C=CC=CC=2)C2C=CC=CC=2)=CC=1.[Cu]I>[CH3:41][C:36]([N:33]1[CH2:34][CH2:35][N:30]([CH2:29][C:27]2[S:26][C:9]3[N:10]=[C:11]([C:43]4[CH:48]=[N:47][CH:46]=[C:45]5[NH:49][CH:50]=[CH:51][C:44]=45)[N:12]=[C:7]([N:1]4[CH2:6][CH2:5][O:4][CH2:3][CH2:2]4)[C:8]=3[N:28]=2)[CH2:31][CH2:32]1)([CH3:40])[C:37]([NH2:39])=[O:38] |^1:61,63,82,101|. Reported procedure: A mixture of 2-[4-(7-morpholin-4-yl-5-(tributylstannanyl)thiazolo[5,4-d]pyrimidin-2-ylmethyl)piperazin-1-yl]isobutyramide (167 mg, 0.24 mmol), 4-bromo-1H-pyrrolo[2,3-c]pyridine (62 mg, 0.31 mmol), tetrakis(triphenylphosphine)palladium (28 mg, 10 mol %) and CuI (55 mg, 0.28 mmol) in dioxane (2.5 mL) was purged with argon gas then heated at 140° C., for 20 min, in a microwave reactor. The reaction mixture was loaded onto an Isolute® SCX-2 cartridge, washed with MeOH/DCM then eluted with 2 M NH3 in... Starting materials: C(C)OC(C(=O)O)N1N=C(C=C1)C1=CC=C(C=C1)OC ((RS)-Ethoxy-[3-(4-methoxy-phenyl)-pyrazol-1-yl]-acetic acid), NCC1=CC=C(C#N)C=C1 (4-aminomethyl benzonitrile). Yields the product C(#N)C1=CC=C(CNC(C(N2N=C(C=C2)C2=CC=C(C=C2)OC)OCC)=O)C=C1 ((RS)-N-(4-cyano-benzyl)-2-ethoxy-2-[3-(4-methoxy-phenyl)-pyrazol-1-yl]-acetamide). RXN SMILES: [CH2:1]([O:3][CH:4]([N:8]1[CH:12]=[CH:11][C:10]([C:13]2[CH:18]=[CH:17][C:16]([O:19][CH3:20])=[CH:15][CH:14]=2)=[N:9]1)[C:5]([OH:7])=O)[CH3:2].[NH2:21][CH2:22][C:23]1[CH:30]=[CH:29][C:26]([C:27]#[N:28])=[CH:25][CH:24]=1>>[C:22]([C:23]1[CH:30]=[CH:29][C:26]([CH2:27][NH:28][C:5](=[O:7])[CH:4]([O:3][CH2:1][CH3:2])[N:8]2[CH:12]=[CH:11][C:10]([C:13]3[CH:18]=[CH:17][C:16]([O:19][CH3:20])=[CH:15][CH:14]=3)=[N:9]2)=[CH:25][CH:24]=1)#[N:21]. Reported procedure: (RS)-Ethoxy-[3-(4-methoxy-phenyl)-pyrazol-1-yl]-acetic acid was coupled with 4-aminomethyl benzonitrile according to general procedure C to give (RS)-N-(4-cyano-benzyl)-2-ethoxy-2-[3-(4-methoxy-phenyl)-pyrazol-1-yl]-acetamide. White amorphous solid. MS 391.2 ([M+H]+) Starting materials: O=C(NC(=O)c1ccccc1[N+](=O)[O-])Nc1ccc(Sc2ncc(Br)cn2)cc1, CC(=O)O, [Fe], O. The product is Nc1ccccc1C(=O)NC(=O)Nc1ccc(Sc2ncc(Br)cn2)cc1. Reaction SMILES: [Br:1][c:2]1[cH:3][n:4][c:5]([S:8][c:9]2[cH:10][cH:11][c:12]([NH:15][C:16](=[O:17])[NH:18][C:19]([c:20]3[c:21]([N+:26]([O-:27])=[O:28])[cH:22][cH:23][cH:24][cH:25]3)=[O:29])[cH:13][cH:14]2)[n:6][cH:7]1.[C:30]([OH:31])(=[O:32])[CH3:33].[Fe:35].[OH2:34]>>[Br:1][c:2]1[cH:3][n:4][c:5]([S:8][c:9]2[cH:10][cH:11][c:12]([NH:15][C:16](=[O:17])[NH:18][C:19]([c:20]3[c:21]([NH2:26])[cH:22][cH:23][cH:24][cH:25]3)=[O:29])[cH:13][cH:14]2)[n:6][cH:7]1.